describe an organic reaction: reactants, conditions, products, and yield From a dataset of the Open Reaction Database (ORD), a public repository of structured organic reaction records. Starting materials: FC1=CC=C(C(C)N)C=C1 (4-fluoro-α-methylbenzylamine), ClC1=NC=C(C(=N1)Cl)F (2,4-dichloro-5-fluoropyrimidine). Yields the product ClC1=NC=C(C(=N1)NC(C)C1=CC=C(C=C1)F)F ((±)-N-(2-chloro-5-fluoropyrimidinyl)-1-(4-fluorophenyl)ethylamine). As a reaction SMILES: [F:1][C:2]1[CH:10]=[CH:9][C:5]([CH:6]([NH2:8])[CH3:7])=[CH:4][CH:3]=1.[Cl:11][C:12]1[N:17]=[C:16](Cl)[C:15]([F:19])=[CH:14][N:13]=1>>[Cl:11][C:12]1[N:17]=[C:16]([NH:8][CH:6]([C:5]2[CH:9]=[CH:10][C:2]([F:1])=[CH:3][CH:4]=2)[CH3:7])[C:15]([F:19])=[CH:14][N:13]=1. Reported procedure: In like manner to the preparation of 2-chloro-N4-(3,4-ethylenedioxyphenyl)-5-fluoro 4-pyrimidineamine, 4-fluoro-α-methylbenzylamine and 2,4-dichloro-5-fluoropyrimidine were reacted to produce (±)-N-(2-chloro-5-fluoropyrimidinyl)-1-(4-fluorophenyl)ethylamine. 1H NMR (CDCl3): δ 7.87 (d, 1H, J=2.3 Hz), 7.37–7.33 (dd, 2H, J=5.4 and 8.4 Hz), 7.04 (t, 2H, J=8.4 Hz), 5.35–5.31 (m, 2H), 1.60 (d, 3H, J=6.4 Hz); LCMS: ret. time: 32.90 min.; purity: 98%; MS (m/e): 270 (MH+). Product: FC=1C=CC(=C(C(=O)NCC2CCOC3=CC(=C(C=C23)S(=O)(=O)NC(=O)NC)OC)C1)OC (4-(5-Fluoro-2-methoxybenzamidomethyl)-6-(methylaminocarbonylaminosulfonyl)-7-methoxychroman). Reaction SMILES: [F:1][C:2]1[CH:3]=[CH:4][C:5]([O:28][CH3:29])=[C:6]([CH:27]=1)[C:7]([NH:9][CH2:10][CH:11]1[C:20]2[C:15](=[CH:16][C:17]([O:25][CH3:26])=[C:18]([S:21](=[O:24])(=[O:23])[NH2:22])[CH:19]=2)[O:14][CH2:13][CH2:12]1)=[O:8].[CH3:30][NH:31][C:32](=[O:37])C(Cl)(Cl)Cl>>[F:1][C:2]1[CH:3]=[CH:4][C:5]([O:28][CH3:29])=[C:6]([CH:27]=1)[C:7]([NH:9][CH2:10][CH:11]1[C:20]2[C:15](=[CH:16][C:17]([O:25][CH3:26])=[C:18]([S:21]([NH:22][C:32]([NH:31][CH3:30])=[O:37])(=[O:23])=[O:24])[CH:19]=2)[O:14][CH2:13][CH2:12]1)=[O:8]. Reactants: FC=1C=CC(=C(C(=O)NCC2CCOC3=CC(=C(C=C23)S(N)(=O)=O)OC)C1)OC (4-(5-fluoro-2-methoxybenzamidomethyl)-6-sulfamoyl-7-methoxychroman), CNC(C(Cl)(Cl)Cl)=O (N-methyltrichloroacetamide). Procedure details: 4-(5-Fluoro-2-methoxybenzamidomethyl)-6-(methylaminocarbonylaminosulfonyl)-7-methoxychroman ##STR42## 4-(5-Fluoro-2-methoxy-benzamidomethyl)-6-(methylaminocarbonylaminosulfonyl)-7-methoxychroman is synthesized analogously to Example 1 from 4-(5-fluoro-2-methoxybenzamidomethyl)-6-sulfamoyl-7-methoxychroman and N-methyltrichloroacetamide. Melting point: 193°-194° C.